This data is from the Open Reaction Database (ORD), a public repository of structured organic reaction records. The task is: describe an organic reaction: reactants, conditions, products, and yield Starting materials: C(C)(C)N(CC)C(C)C (diisopropylethylamine), ICCCCC (1-iodopentane), C[C@@H]1CC[C@H](CC1)NC(C=CC1=CC(=C(C=C1)OCC(=O)O)OC)=O (N-(trans-4-methylcyclohexyl)-4-(carboxymethoxy )- 3-methoxycinnamamide). Solvent: C(Cl)Cl (methylene chloride). RXN SMILES: C(N(C(C)C)CC)(C)C.I[CH2:11][CH2:12][CH2:13][CH2:14][CH3:15].[CH3:16][C@H:17]1[CH2:22][CH2:21][C@H:20]([NH:23][C:24](=[O:40])[CH:25]=[CH:26][C:27]2[CH:32]=[CH:31][C:30]([O:33][CH2:34][C:35]([OH:37])=[O:36])=[C:29]([O:38][CH3:39])[CH:28]=2)[CH2:19][CH2:18]1>C(Cl)Cl>[CH3:16][C@H:17]1[CH2:18][CH2:19][C@H:20]([NH:23][C:24](=[O:40])[CH:25]=[CH:26][C:27]2[CH:32]=[CH:31][C:30]([O:33][CH2:34][C:35]([O:37][CH2:11][CH2:12][CH2:13][CH2:14][CH3:15])=[O:36])=[C:29]([O:38][CH3:39])[CH:28]=2)[CH2:21][CH2:22]1. Conditions: time 16 hour. Product: C[C@@H]1CC[C@H](CC1)NC(C=CC1=CC(=C(C=C1)OCC(=O)OCCCCC)OC)=O (N-(trans-4-methylcyclohexyl)-4-(pentyloxycarbonylmethoxy) -3-methoxycinnamamide). Procedure details: 30 ml of diisopropylethylamine and 1.3 ml of 1-iodopentane were added to a solution of 1.84 g of N-(trans-4-methylcyclohexyl)-4-(carboxymethoxy )- 3-methoxycinnamamide (Example 172) in 50 ml of methylene chloride. The solution was stirred for 16 hours, while it was refluxed. After reaction, the reaction solution was washed three times with 200 ml of an aqueous sodium thiosulfate solution and once with an aqueous sodium chloride solution, and was dried over magnesium sulfate. Then, the solvent wa... The reactants are C(C)(C)(C)OC(=O)NC1=C(C(=O)NCC(=O)N[C@H]2CN(CC2)CC2=CC=C(C=C2)Cl)C=C(C=C1)C(F)(F)F ((R)-3-[[N-(2-(tert-butoxycarbonylamino)-5-trifluoromethylbenzoyl)glycyl]amino]-1-(4-chlorobenzyl)pyrrolidine), C(=O)O (formic acid). The reagents and catalysts are [OH-].[OH-].[Pd+2] (Pd(OH)2). The solvent is CO (methanol). Run at temperature 50 celsius, time 8 hour. Product: C(C)(C)(C)OC(=O)NC1=C(C(=O)NCC(=O)N[C@H]2CNCC2)C=C(C=C1)C(F)(F)F ((R)-3-[[N-(2-(tert-butoxycarbonylamino)-5-trifluoromethylbenzoyl)glycyl]amino]pyrrolidine). RXN SMILES: [C:1]([O:5][C:6]([NH:8][C:9]1[CH:34]=[CH:33][C:32]([C:35]([F:38])([F:37])[F:36])=[CH:31][C:10]=1[C:11]([NH:13][CH2:14][C:15]([NH:17][C@@H:18]1[CH2:22][CH2:21][N:20](CC2C=CC(Cl)=CC=2)[CH2:19]1)=[O:16])=[O:12])=[O:7])([CH3:4])([CH3:3])[CH3:2].C(O)=O>[OH-].[OH-].[Pd+2].CO>[C:1]([O:5][C:6]([NH:8][C:9]1[CH:34]=[CH:33][C:32]([C:35]([F:38])([F:36])[F:37])=[CH:31][C:10]=1[C:11]([NH:13][CH2:14][C:15]([NH:17][C@@H:18]1[CH2:22][CH2:21][NH:20][CH2:19]1)=[O:16])=[O:12])=[O:7])([CH3:4])([CH3:2])[CH3:3] |f:2.3.4|. Procedure: A mixture of (R)-3-[[N-(2-(tert-butoxycarbonylamino)-5-trifluoromethylbenzoyl)glycyl]amino]-1-(4-chlorobenzyl)pyrrolidine (6.3 g, 11.4 mmol) with Pd(OH)2 (1.68 g), formic acid (3.7 mL) and methanol (80 mL) was stirred at 50° C. overnight. The mixture was cooled to room temperature, and the palladium catalyst was then removed by filtration through Celite. The resulting filtrate was concentrated and purified by column chromatography [SiO2, ethyl acetate/methanol=(5:1) to (4:1)] to thereby provide ...